From a dataset of the Open Reaction Database (ORD), a public repository of structured organic reaction records. describe an organic reaction: reactants, conditions, products, and yield Reactants: [BH4-], CO, C=CCC(c1ccccc1)N(C)S(=O)(=O)c1ccccc1, [Na+], O=[O+][O-]. Product: CN(C(CCO)c1ccccc1)S(=O)(=O)c1ccccc1. As a reaction SMILES: [BH4-:25].[CH3:27][OH:28].[CH3:4][N:5]([S:6](=[O:7])(=[O:8])[c:9]1[cH:10][cH:11][cH:12][cH:13][cH:14]1)[CH:15]([CH2:16][CH:17]=[CH2:18])[c:19]1[cH:20][cH:21][cH:22][cH:23][cH:24]1.[Na+:26].[O-:1][O+:2]=[O:3]>>[OH:1][CH2:17][CH2:16][CH:15]([N:5]([CH3:4])[S:6](=[O:7])(=[O:8])[c:9]1[cH:10][cH:11][cH:12][cH:13][cH:14]1)[c:19]1[cH:20][cH:21][cH:22][cH:23][cH:24]1. The reactants are [N+](=O)([O-])C=1C=C(C=CC1)C=1OC2=C(N1)C=C(C=C2)[N+](=O)[O-] (2-(m-nitrophenyl)-5-nitrobenzoxazole). Reagents/catalysts: [Pd] (palladium-on-carbon). Run in C(CC)O (n-propanol). Run at temperature 70 celsius. Product: NC=1C=C(C=CC1)C=1OC2=C(N1)C=C(C=C2)N (2-(m-aminophenyl)-5-aminobenzoxazole). RXN SMILES: [N+:1]([C:4]1[CH:5]=[C:6]([C:10]2[O:11][C:12]3[CH:18]=[CH:17][C:16]([N+:19]([O-])=O)=[CH:15][C:13]=3[N:14]=2)[CH:7]=[CH:8][CH:9]=1)([O-])=O>C(O)CC.[Pd]>[NH2:1][C:4]1[CH:5]=[C:6]([C:10]2[O:11][C:12]3[CH:18]=[CH:17][C:16]([NH2:19])=[CH:15][C:13]=3[N:14]=2)[CH:7]=[CH:8][CH:9]=1. Procedure: A 11.1-gram portion of the 2-(m-nitrophenyl)-5-nitrobenzoxazole is dissolved in 200 milliliters of n-propanol. A 10% palladium-on-carbon catalyst (2.0 grams) is added, and the mixture stirred under nitrogen. The mixture is heated to 70° C., and hydrogen gas is bubbled into the mixture until substantially all the nitro groups have been reduced to primary amine groups, as indicated by liquid chromatography. The catalyst is then filtered off and the remaining solution added to water. The solvent an... Reactants: CC(C)(C)N(C(=O)[O-])C1(c2ccc(-c3nc4ccn5cnnc5c4cc3-c3ccccc3)cc2)CCC1, CCOC(C)=O, CO, ClCCl, Cl. Product: Cl, NC1(c2ccc(-c3nc4ccn5cnnc5c4cc3-c3ccccc3)cc2)CCC1. RXN SMILES: [C:1]([N:5]([C:2](=[O:3])[O-:4])[C:9]1([c:13]2[cH:14][cH:15][c:16](-[c:19]3[n:20][c:21]4[cH:22][cH:23][n:24]5[c:25]([c:26]4[cH:27][c:28]3-[c:29]3[cH:30][cH:31][cH:32][cH:33][cH:34]3)[n:35][n:36][cH:37]5)[cH:17][cH:18]2)[CH2:10][CH2:11][CH2:12]1)([CH3:6])([CH3:7])[CH3:8].[CH3:39][CH2:40][O:41][C:42]([CH3:43])=[O:44].[CH3:45][OH:46].[Cl:47][CH2:48][Cl:49].[ClH:38]>>[ClH:38].[NH2:5][C:9]1([c:13]2[cH:14][cH:15][c:16](-[c:19]3[n:20][c:21]4[cH:22][cH:23][n:24]5[c:25]([c:26]4[cH:27][c:28]3-[c:29]3[cH:30][cH:31][cH:32][cH:33][cH:34]3)[n:35][n:36][cH:37]5)[cH:17][cH:18]2)[CH2:10][CH2:11][CH2:12]1. Starting materials: CO, CC1(C)COc2c(F)c(F)c([N+](=O)[O-])c3c(=O)c(C(N)=O)cn1c23, [Na+], [Na+], O, O=S([O-])S(=O)[O-]. Yields the product CC1(C)COc2c(F)c(F)c(N)c3c(=O)c(C(N)=O)cn1c23. As a reaction SMILES: [CH3:33][OH:34].[F:1][c:2]1[c:3]([N+:22]([O-:23])=[O:24])[c:4]2[c:5](=[O:21])[c:6]([C:18](=[O:19])[NH2:20])[cH:7][n:8]3[c:9]2[c:10]([c:11]1[F:12])[O:13][CH2:14][C:15]3([CH3:16])[CH3:17].[Na+:31].[Na+:32].[OH2:35].[S:25]([S:26]([O-:27])=[O:28])([O-:29])=[O:30]>>[F:1][c:2]1[c:3]([NH2:22])[c:4]2[c:5](=[O:21])[c:6]([C:18](=[O:19])[NH2:20])[cH:7][n:8]3[c:9]2[c:10]([c:11]1[F:12])[O:13][CH2:14][C:15]3([CH3:16])[CH3:17].